This data is from the Open Reaction Database (ORD), a public repository of structured organic reaction records. The task is: describe an organic reaction: reactants, conditions, products, and yield Yields the product C(C)(=O)OCCCCCCN(C1=CC=C(C=O)C=C1)C (4-[(6-acetoxyhexyl)methylamino]benzaldehyde). Reaction SMILES: P(Cl)(Cl)(Cl)=O.[C:6]([O:9][CH2:10][CH2:11][CH2:12][CH2:13][CH2:14][CH2:15][N:16]([CH3:23])[C:17]1[CH:22]=[CH:21][CH:20]=[CH:19][CH:18]=1)(=[O:8])[CH3:7].[C:24]([O-])(=[O:26])C.[Na+]>CN(C)C=O>[C:6]([O:9][CH2:10][CH2:11][CH2:12][CH2:13][CH2:14][CH2:15][N:16]([CH3:23])[C:17]1[CH:18]=[CH:19][C:20]([CH:24]=[O:26])=[CH:21][CH:22]=1)(=[O:8])[CH3:7] |f:2.3|. The solvent is CN(C=O)C (N,N-dimethylformamide). Reaction conditions: temperature 5 celsius, time 2 hour. Starting materials: C(C)(=O)[O-].[Na+] (sodium acetate), P(=O)(Cl)(Cl)Cl (Phosphorous oxychloride), ice, C(C)(=O)OCCCCCCN(C1=CC=CC=C1)C (N-(6-Acetoxyhexyl)-N-methylaniline). Procedure details: Phosphorous oxychloride (145 g, 0.95 mol) was added dropwise at 5° C. to 280 mL of stirred N,N-dimethylformamide (DMF), and the mixture was stirred at 5° C. for 2 hours. N-(6-Acetoxyhexyl)-N-methylaniline (230 g, 0.93 mol) was added slowly, and the reaction mixture was heated at 90° C. for 3 hours. After cooling, the solution was poured onto 500 g of ice and the resulting mixture was neutralized to pH 5 with sodium acetate. The mixture was extracted with dichloromethane (4×200 mL), the combined ...